The task is: describe an organic reaction: reactants, conditions, products, and yield. This data is from the Open Reaction Database (ORD), a public repository of structured organic reaction records. Reaction SMILES: [C:12]([CH2:13][C:14]([O-:15])=[O:16])(=[O:17])[O:18][CH2:19][CH3:20].[CH3:27][c:28]1[cH:29][cH:30][cH:31][cH:32][cH:33]1.[O:1]=[C:2]1[O:3][C:4](=[O:5])[c:6]2[cH:7][cH:8][cH:9][cH:10][c:11]21.[cH:21]1[cH:22][cH:23][n:24][cH:25][cH:26]1>>[C:2]1(=[CH:13][C:12](=[O:17])[O:18][CH2:19][CH3:20])[O:3][C:4](=[O:5])[c:6]2[cH:7][cH:8][cH:9][cH:10][c:11]21. Reactants: CCOC(=O)CC(=O)[O-], Cc1ccccc1, O=C1OC(=O)c2ccccc21, c1ccncc1. Yields the product CCOC(=O)C=C1OC(=O)c2ccccc21. The reactants are NC1=CC=C(CN)C=C1 (4-Aminobenzylamine), Cl (hydrogen chloride), N(C1=CC=CC=C1)C1=NC(=NC=C1Br)Cl (4-anilino-5-bromo-2-chloropyrimidine). Solvent: C(CCC)O (n-butanol). Run at temperature 100 celsius. The product is N(C1=CC=CC=C1)C1=NC(=NC=C1Br)NC1=CC=C(C=C1)CN (4-Anilino-5-bromo-2-[4-(aminomethyl)anilino]pyrimidine). Yield: 48.9%. Reaction SMILES: [NH2:1][C:2]1[CH:9]=[CH:8][C:5]([CH2:6][NH2:7])=[CH:4][CH:3]=1.Cl.[NH:11]([C:18]1[C:23]([Br:24])=[CH:22][N:21]=[C:20](Cl)[N:19]=1)[C:12]1[CH:17]=[CH:16][CH:15]=[CH:14][CH:13]=1>C(O)CCC>[NH:11]([C:18]1[C:23]([Br:24])=[CH:22][N:21]=[C:20]([NH:1][C:2]2[CH:9]=[CH:8][C:5]([CH2:6][NH2:7])=[CH:4][CH:3]=2)[N:19]=1)[C:12]1[CH:17]=[CH:16][CH:15]=[CH:14][CH:13]=1. Procedure: 4-Aminobenzylamine (122 mg, 1.0 mmol) and ethereal hydrogen chloride (1.0M; 1.0 ml, 1.0 mmol) were added to a solution of 4-anilino-5-bromo-2-chloropyrimidine (256 mg, 0.9 mmol) in n-butanol (4 ml) and the mixture was heated at 100° C. for 16 hours. The insoluble solid was filtered off and dissolved in methanol (5 ml). Silica (2 g) was added and volatile material was removed by evaporation. The residue was purified by bond elute chromatography, eluting with 0-4% 2.0M methanolic ammonia solution ... The reactants are C(=O)(C(F)(F)F)O (TFA), N1C(=NC2=C1C=CC=C2)C(=O)C2=CC=C(C=C2)O ((1H-benzo[d]imidazol-2-yl)(4-hydroxyphenyl)methanone), FC1=NC=CC=C1C1=C2N=CN(C2=NC=N1)C1OCCCC1 (6-(2-fluoropyridin-3-yl)-9-(tetrahydro-2H-pyran-2-yl)-9H-purine), C([O-])([O-])=O.[Cs+].[Cs+] (cesium carbonate), N (ammonia). Reagents/catalysts: O (water). Solvent: CN(C)C=O (DMF), CO (MeOH), C(Cl)Cl (DCM), O (water). Reaction conditions: temperature 100 celsius, time 12 hour. Yields the product N1=CN=C2NC=NC2=C1C=1C(=NC=CC1)OC1=CC=C(C=C1)C(=O)C1=NC2=C(N1)C=CC=C2 ((4-(3-(9H-purin-6-yl)pyridin-2-yloxy)phenyl)(1H-benzo[D]imidazol-2-yl)methanone). Reaction SMILES: [NH:1]1[C:5]2[CH:6]=[CH:7][CH:8]=[CH:9][C:4]=2[N:3]=[C:2]1[C:10]([C:12]1[CH:17]=[CH:16][C:15]([OH:18])=[CH:14][CH:13]=1)=[O:11].F[C:20]1[C:25]([C:26]2[N:34]=[CH:33][N:32]=[C:31]3[C:27]=2[N:28]=[CH:29][N:30]3C2CCCCO2)=[CH:24][CH:23]=[CH:22][N:21]=1.C(=O)([O-])[O-].[Cs+].[Cs+].C(O)(C(F)(F)F)=O.N>O.C(Cl)Cl.CO.CN(C=O)C>[N:34]1[C:26]([C:25]2[C:20]([O:18][C:15]3[CH:16]=[CH:17][C:12]([C:10]([C:2]4[NH:3][C:4]5[CH:9]=[CH:8][CH:7]=[CH:6][C:5]=5[N:1]=4)=[O:11])=[CH:13][CH:14]=3)=[N:21][CH:22]=[CH:23][CH:24]=2)=[C:27]2[C:31]([NH:30][CH:29]=[N:28]2)=[N:32][CH:33]=1 |f:2.3.4|. Procedure: A screw cap heavy wall flask was charged with (1H-benzo[d]imidazol-2-yl)(4-hydroxyphenyl)methanone (0.350 g, 1.469 mmol), 6-(2-fluoropyridin-3-yl)-9-(tetrahydro-2H-pyran-2-yl)-9H-purine (0.440 g, 1.469 mmol), cesium carbonate (0.957 g, 2.94 mmol) and DMF (6 mL). The vial was capped and heated to 100° C. After 12 hours, the reaction was allowed to cool to RT and diluted with 20 ml of water. The mixture was extracted (3×) with 10 ml of ethyl acetate. The organic layers were combined and washed (2×... Reactants: O (water), CC(C)(CO)C1C(=O)OO1 (D(−)-pantolactone), [H-].[Na+] (sodium hydride), resultant mixture, C(C1=CC=CC=C1)Br (benzyl bromide). The solvent is ClCCl (dichloromethane), C1CCOC1 (THF). Reaction conditions: time 1 hour. Yields the product C(C1=CC=CC=C1)O[C@H]1C(OCC1(C)C)=O ((3R)-3-(Benzyloxy)-4,4-dimethyldihydrofuran-2(3H)-one). RXN SMILES: [CH3:1][C:2]([CH:6]1[O:10][O:9][C:7]1=[O:8])([CH2:4]O)[CH3:3].[H-].[Na+].[CH2:13](Br)[C:14]1[CH:19]=[CH:18][CH:17]=[CH:16][CH:15]=1.O>C1COCC1.ClCCl>[CH2:13]([O:10][C@@H:6]1[C:2]([CH3:1])([CH3:3])[CH2:4][O:9][C:7]1=[O:8])[C:14]1[CH:19]=[CH:18][CH:17]=[CH:16][CH:15]=1 |f:1.2|. Procedure details: A mixture of D(−)-pantolactone (20.0 g, 153.7 mmol) and sodium hydride (4.4 g, 184.4 mmol) in anhydrous THF was stirred under an atmosphere of nitrogen at room temperature for 1 hour. The resultant mixture was treated with benzyl bromide (31.5 g, 184.4 mmol) and stirred at room temperature overnight. The product mixture was treated with water and diluted with dichloromethane. The organic extract was washed with brine, dried over anhydrous magnesium sulfate, filtered, and concentrated under vacuu... Starting materials: N(=NC(=O)N1CCCCC1)C(=O)N1CCCCC1 (1,1′-(azodicarbonyl)-dipiperidine), C(C)(C)(C)OC(CCNC(C1=CC=C(C=C1)O)=O)=O (3-(4-hydroxy-benzoylamino)-propionic acid tert-butyl ester), ClC1=CC=C(C=N1)C(CO)CCCCCC (2-(6-Chloro-pyridin-3-yl)-octan-1-ol), C(CCC)P(CCCC)CCCC (Tributylphosphine). Run in C1(=CC=CC=C1)C (toluene). Yields the product C(C)(C)(C)OC(CCNC(C1=CC=C(C=C1)OCC(CCCCCC)C=1C=NC(=CC1)Cl)=O)=O (3-{4-[2-(6-Chloro-pyridin-3-yl)-octyloxy]-benzoylamino}-propionic acid tert-butyl ester). Isolated yield 10.4%. RXN SMILES: [C:1]([O:5][C:6](=[O:19])[CH2:7][CH2:8][NH:9][C:10](=[O:18])[C:11]1[CH:16]=[CH:15][C:14]([OH:17])=[CH:13][CH:12]=1)([CH3:4])([CH3:3])[CH3:2].[Cl:20][C:21]1[N:26]=[CH:25][C:24]([CH:27]([CH2:30][CH2:31][CH2:32][CH2:33][CH2:34][CH3:35])[CH2:28]O)=[CH:23][CH:22]=1.C(P(CCCC)CCCC)CCC.N(C(N1CCCCC1)=O)=NC(N1CCCCC1)=O>C1(C)C=CC=CC=1>[C:1]([O:5][C:6](=[O:19])[CH2:7][CH2:8][NH:9][C:10](=[O:18])[C:11]1[CH:16]=[CH:15][C:14]([O:17][CH2:28][CH:27]([C:24]2[CH:25]=[N:26][C:21]([Cl:20])=[CH:22][CH:23]=2)[CH2:30][CH2:31][CH2:32][CH2:33][CH2:34][CH3:35])=[CH:13][CH:12]=1)([CH3:4])([CH3:2])[CH3:3]. Reported procedure: A solution of 3-(4-hydroxy-benzoylamino)-propionic acid tert-butyl ester (1.17 g, 4.4 mmol) and 2-(6-Chloro-pyridin-3-yl)-octan-1-ol (0.852 g, 3.55 mmol) in toluene (10.0 mL) is degassed and filled with nitrogen for 3 times. Tributylphosphine (1.34 mL, 5.32 mmol) is added to the reaction mixture under nitrogen at 0° C., followed by addition of 1,1′-(azodicarbonyl)-dipiperidine (1.34 g, 5.32 mmol). The reaction mixture is allowed to warm to room temperature and stirred over night, the mixture is ...